Dataset: the Open Reaction Database (ORD), a public repository of structured organic reaction records. Task: describe an organic reaction: reactants, conditions, products, and yield Starting materials: B, C1CCOC1, C1CCOC1, CC(NCC1CC(=O)N(c2ccc(F)cc2)C1)c1cccc(Cl)c1. Product: CC(NCC1CCN(c2ccc(F)cc2)C1)c1cccc(Cl)c1. Reaction SMILES: [BH3:25].[CH2:26]1[O:27][CH2:28][CH2:29][CH2:30]1.[CH2:31]1[O:32][CH2:33][CH2:34][CH2:35]1.[Cl:1][c:2]1[cH:3][c:4]([CH:8]([CH3:9])[NH:10][CH2:11][CH:12]2[CH2:13][C:14](=[O:24])[N:15]([c:17]3[cH:18][cH:19][c:20]([F:23])[cH:21][cH:22]3)[CH2:16]2)[cH:5][cH:6][cH:7]1>>[Cl:1][c:2]1[cH:3][c:4]([CH:8]([CH3:9])[NH:10][CH2:11][CH:12]2[CH2:13][CH2:14][N:15]([c:17]3[cH:18][cH:19][c:20]([F:23])[cH:21][cH:22]3)[CH2:16]2)[cH:5][cH:6][cH:7]1. Reactants: C(C)(=O)SCCN(C(N[C@H](C(=O)O)CC1=CC=CC=C1)=O)CCC1=CC=CC=C1 ((2S)-2-[3-[2-(Acetylthio)ethyl]-3-phenethylureido]-3-phenylpropionic acid), O (water), C(C)(=O)OCC (ethyl acetate). The solvent is N (ammonia). Run at time 1 hour. The product is SCCN(C(N[C@H](C(=O)O)CC1=CC=CC=C1)=O)CCC1=CC=CC=C1 ((2S)-2-[3-(2-Mercaptoethyl)-3-phenethylureido]-3-phenylpropionic Acid). Isolated yield 81.0%. Reaction SMILES: C([S:4][CH2:5][CH2:6][N:7]([CH2:22][CH2:23][C:24]1[CH:29]=[CH:28][CH:27]=[CH:26][CH:25]=1)[C:8](=[O:21])[NH:9][C@@H:10]([CH2:14][C:15]1[CH:20]=[CH:19][CH:18]=[CH:17][CH:16]=1)[C:11]([OH:13])=[O:12])(=O)C.O.C(OCC)(=O)C>N>[SH:4][CH2:5][CH2:6][N:7]([CH2:22][CH2:23][C:24]1[CH:25]=[CH:26][CH:27]=[CH:28][CH:29]=1)[C:8](=[O:21])[NH:9][C@@H:10]([CH2:14][C:15]1[CH:16]=[CH:17][CH:18]=[CH:19][CH:20]=1)[C:11]([OH:13])=[O:12]. Procedure: (2S)-2-[3-[2-(Acetylthio)ethyl]-3-phenethylureido]-3-phenylpropionic acid (Compound No. 7-30, 646 mg) is dissolved in 28% aqueous ammonia (15 ml) under a nitrogen atmosphere, and the solution is stirred at room temperature for one hour. To the reaction mixture are added water and ethyl acetate, and the aqueous layer is separated from the organic layer. To the aqueous layer is added 6 N hydrochloric acid under ice cooling to acidify it, and the whole is extracted with ethyl acetate. The organic l... Reactants: C1(=CC=CC=C1)C1=C(C(=O)O)C=CC=C1 (2-Phenylbenzoic acid), acid chloride, acid chloride, C(C)N (ethylamine). The product is C(C)NC(C1=C(C=CC=C1)C1=CC=CC=C1)=O (N-ethyl-2-phenylbenzamide). Yield: 94.0%. Reaction SMILES: [C:1]1([C:7]2[CH:15]=[CH:14][CH:13]=[CH:12][C:8]=2[C:9]([OH:11])=O)[CH:6]=[CH:5][CH:4]=[CH:3][CH:2]=1.[CH2:16]([NH2:18])[CH3:17]>>[CH2:16]([NH:18][C:9](=[O:11])[C:8]1[CH:12]=[CH:13][CH:14]=[CH:15][C:7]=1[C:1]1[CH:2]=[CH:3][CH:4]=[CH:5][CH:6]=1)[CH3:17]. Procedure: 2-Phenylbenzoic acid was converted to the acid chloride by the procedure of example b. The acid chloride was reacted with 70% aq ethylamine using General Method E1 to afford 10.59 g of N-ethyl-2-phenylbenzamide in 94% yield. m.p. 77°-79° C. Reactants: COC1OC(CC1)OC (2,5-dimethoxytetrahydrofuran), NC1=C(C=CC=C1)O (o-aminophenol), O1CCOCC1 (dioxane), C(C)(=O)O (acetic acid). Run in CCCCCC (hexane). The product is OC1=C(C=CC=C1)N1C=CC=C1 (N-(2-Hydroxyphenyl)pyrrole). RXN SMILES: CO[CH:3]1[CH2:7][CH2:6][CH:5](OC)O1.[NH2:10][C:11]1[CH:16]=[CH:15][CH:14]=[CH:13][C:12]=1[OH:17].O1CCOCC1.C(O)(=O)C>CCCCCC>[OH:17][C:12]1[CH:13]=[CH:14][CH:15]=[CH:16][C:11]=1[N:10]1[CH:3]=[CH:7][CH:6]=[CH:5]1. Procedure details: A mixture of 2,5-dimethoxytetrahydrofuran (39.6 g), o-aminophenol (36 g), dioxane (300 ml), and glacial acetic acid (180 ml) are heated under reflux for 4 hr. The solvents are removed and the residue distributed between ethyl acetate and 5% NaHCO3. The organic phase is washed with water, dried (MgSO4), filtered, and evaporated. The dark oily residue is subjected to chromatography on 2 kg of silica and eluted with chloroform to afford an oil. After being covered with hexane and stored for several...